From a dataset of the Open Reaction Database (ORD), a public repository of structured organic reaction records. describe an organic reaction: reactants, conditions, products, and yield Reactants: [Al+3], C1CCOC1, CCOC(C)=O, [H-], [H-], [H-], [H-], [Li+], [Na+], [OH-], O, ON=C1CCC(c2ccccc2)CC1. Yields the product NC1CCC(c2ccccc2)CC1. RXN SMILES: [Al+3:16].[CH2:24]1[O:25][CH2:26][CH2:27][CH2:28]1.[CH3:29][CH2:30][O:31][C:32]([CH3:33])=[O:34].[H-:15].[H-:18].[H-:19].[H-:20].[Li+:17].[Na+:23].[OH-:22].[OH2:21].[c:1]1([CH:7]2[CH2:8][CH2:9][C:10](=[N:13][OH:14])[CH2:11][CH2:12]2)[cH:2][cH:3][cH:4][cH:5][cH:6]1>>[c:1]1([CH:7]2[CH2:8][CH2:9][CH:10]([NH2:13])[CH2:11][CH2:12]2)[cH:2][cH:3][cH:4][cH:5][cH:6]1. Reactants: CCCCOc1cc(C=C(OCC)C(=O)O)ccc1I, CO, O, O=S(=O)(O)O. Yields the product CCCCOc1cc(C=C(OCC)C(=O)OC)ccc1I. Reaction SMILES: [CH2:1]([CH2:2][CH2:3][CH3:4])[O:5][c:6]1[cH:7][c:8]([CH:13]=[C:14]([C:15](=[O:16])[OH:17])[O:18][CH2:19][CH3:20])[cH:9][cH:10][c:11]1[I:12].[CH3:27][OH:28].[OH2:26].[S:21](=[O:22])(=[O:23])([OH:24])[OH:25]>>[CH2:1]([CH2:2][CH2:3][CH3:4])[O:5][c:6]1[cH:7][c:8]([CH:13]=[C:14]([C:15](=[O:16])[O:17][CH3:27])[O:18][CH2:19][CH3:20])[cH:9][cH:10][c:11]1[I:12]. Starting materials: N[C@H]1[C@@H](SC2=C(N(C1=O)CC(=O)OCC)C=CC=C2)C2=CC=CC=C2 (ethyl trans-3-amino-4-oxo-2-phenyl-2,3,4,5-tetrahydro-1,5-benzothiazepine-5-acetate), N (ammonia). Run in CO (methanol). Run at time 24 hour. The product is N[C@H]1[C@@H](SC2=C(N(C1=O)CC(=O)N)C=CC=C2)C2=CC=CC=C2 (trans-3-amino-4-oxo-2-phenyl-2,3,4,5-tetrahydro-1,5-benzothiazepine-5-acetamide). RXN SMILES: [NH2:1][C@@H:2]1[C:8](=[O:9])[N:7]([CH2:10][C:11]([O:13]CC)=O)[C:6]2[CH:16]=[CH:17][CH:18]=[CH:19][C:5]=2[S:4][C@H:3]1[C:20]1[CH:25]=[CH:24][CH:23]=[CH:22][CH:21]=1.[NH3:26]>CO>[NH2:1][C@@H:2]1[C:8](=[O:9])[N:7]([CH2:10][C:11]([NH2:26])=[O:13])[C:6]2[CH:16]=[CH:17][CH:18]=[CH:19][C:5]=2[S:4][C@H:3]1[C:20]1[CH:21]=[CH:22][CH:23]=[CH:24][CH:25]=1. Procedure details: In 600 ml of methanol is dissolved 20 g of ethyl trans-3-amino-4-oxo-2-phenyl-2,3,4,5-tetrahydro-1,5-benzothiazepine-5-acetate, into which ammonia gas is blown to the level of saturation under ice-cooling. The reaction temperature is slowly elevated to room temperature, and the mixture is allowed to stand still for 24 hours. Then, the reaction mixture is concentrated under reduced pressure. By adding isopropyl alcohol to the obtained residue, crystallization is effected. The crystals are collect...